Dataset: the Open Reaction Database (ORD), a public repository of structured organic reaction records. Task: describe an organic reaction: reactants, conditions, products, and yield The reactants are [N+](=O)([O-])C=1C=C(C(=O)N[C@@H](CC(=O)O)C2=CC=CC=C2)C=C(C1)[N+](=O)[O-] ((S)-3-(3,5-dinitrobenzamido)-3-phenylpropionic acid), ON1C(CCC1=O)=O (N-hydroxysuccinimide), C1(CCCCC1)N=C=NC1CCCCC1 (dicyclohexylcarbodiimide). The solvent is O1CCCC1 (tetrahydrofuran). Reaction conditions: temperature 2.5 celsius. Product: [N+](=O)([O-])C=1C=C(C(=O)N[C@@H](CC(=O)ON2C(CCC2=O)=O)C2=CC=CC=C2)C=C(C1)[N+](=O)[O-] (2,5-dioxopyrrolidin-1-yl(S)-3-(3,5-dinitrobenzamido)-3-phenylpropionate). Reaction SMILES: [N+:1]([C:4]1[CH:5]=[C:6]([CH:21]=[C:22]([N+:24]([O-:26])=[O:25])[CH:23]=1)[C:7]([NH:9][C@H:10]([C:15]1[CH:20]=[CH:19][CH:18]=[CH:17][CH:16]=1)[CH2:11][C:12]([OH:14])=[O:13])=[O:8])([O-:3])=[O:2].O[N:28]1[C:32](=[O:33])[CH2:31][CH2:30][C:29]1=[O:34].C1(N=C=NC2CCCCC2)CCCCC1>O1CCCC1>[N+:1]([C:4]1[CH:5]=[C:6]([CH:21]=[C:22]([N+:24]([O-:26])=[O:25])[CH:23]=1)[C:7]([NH:9][C@H:10]([C:15]1[CH:20]=[CH:19][CH:18]=[CH:17][CH:16]=1)[CH2:11][C:12]([O:14][N:28]1[C:32](=[O:33])[CH2:31][CH2:30][C:29]1=[O:34])=[O:13])=[O:8])([O-:3])=[O:2]. Procedure details: 12 g of (S)-3-(3,5-dinitrobenzamido)-3-phenylpropionic acid from reaction b) were dissolved in 120 ml of tetrahydrofuran and admixed with 3.92 g of N-hydroxysuccinimide. With cooling in an icebath at 0-5° C., 7.1 g of dicyclohexylcarbodiimide was added in portions to the reaction mixture. On completion of addition, the mixture was left in the icebath with further stirring until the solution reached room temperature. After the reaction ended (HPLC monitoring >95 area % conversion), the precipitat...